Dataset: the Open Reaction Database (ORD), a public repository of structured organic reaction records. Task: describe an organic reaction: reactants, conditions, products, and yield Reactants: FC(C1=CC(=C(C=C1)CN)N1CCCCC1)(F)F ((4-(trifluoromethyl)-2-(piperidin-1-yl)phenyl)-methanamine), ClC(Cl)(OC(OC(Cl)(Cl)Cl)=O)Cl (triphosgene), [N-]=C=O (isocyanate), NC1=CC=CC=2OCC(NC21)=O (5-amino-2H-benzo[b][1,4]oxazin-3(4H)-one). Run in CCOC(=O)C (AcOEt), CCOC(=O)C (AcOEt), CN(C)C=O (DMF). Run at temperature 80 celsius. The product is FC(C1=CC(=C(CNC(=O)NC2=CC=CC=3OCC(NC32)=O)C=C1)N1CCCCC1)(F)F (1-(4-(trifluoromethyl)-2-(piperidin-1-yl)benzyl)-3-(3,4-dihydro-3-oxo-2H-benzo[b][1,4]oxazin-5-yl)urea). The yield is 45.0%. As a reaction SMILES: [F:1][C:2]([F:18])([F:17])[C:3]1[CH:8]=[CH:7][C:6]([CH2:9][NH2:10])=[C:5]([N:11]2[CH2:16][CH2:15][CH2:14][CH2:13][CH2:12]2)[CH:4]=1.ClC(Cl)(OC(=O)OC(Cl)(Cl)Cl)Cl.[N-:31]=[C:32]=[O:33].N[C:35]1[C:44]2[NH:43][C:42](=[O:45])[CH2:41][O:40][C:39]=2[CH:38]=[CH:37][CH:36]=1>CCOC(C)=O.CN(C=O)C>[F:18][C:2]([F:1])([F:17])[C:3]1[CH:8]=[CH:7][C:6]([CH2:9][NH:10][C:32]([NH:31][C:35]2[C:44]3[NH:43][C:42](=[O:45])[CH2:41][O:40][C:39]=3[CH:38]=[CH:37][CH:36]=2)=[O:33])=[C:5]([N:11]2[CH2:16][CH2:15][CH2:14][CH2:13][CH2:12]2)[CH:4]=1. Reported procedure: Amine 2c (1 g, 3.8 mmol) (Scheme 7) was dissolved in 20 ml of AcOEt and at 0° C. triphosgene (1.13 g, 3.8 mmol) was added to the solution. The mixture was warmed at 80° C. for 4 hours then evaporated and the residue was dissolved in 5 ml of DMF. The solution of the isocyanate was added dropwise to a solution in DMF (10 ml) of compound 1e (425 mg, 2.6 mmol) and the mixture was warmed at 80° C. for 8 hours. (TLC AcOEt). The solvent was evaporated and the crude was dissolved in AcOEt (30 ml) and wa... Reactants: FC(C(=O)O)(F)F (trifluoroacetic acid), CN(C(=O)[C@H]1N(C[C@H](C1)F)C(=O)OC(C)(C)C)C (tert-butyl(2S,4S)-2-[(dimethylamino)carbonyl]-4-fluoropyrrolidine-1-carboxylate). Solvent: C(Cl)(Cl)Cl (chloroform). Reaction conditions: time 2 hour. Product: FC(C(=O)O)(F)F.F[C@H]1C[C@H](NC1)C(=O)N(C)C ((4S)-4-fluoro-N,N-dimethyl-L-prolinamide trifluoroacetate). As a reaction SMILES: [F:1][C:2]([F:7])([F:6])[C:3]([OH:5])=[O:4].[CH3:8][N:9]([CH3:25])[C:10]([C@@H:12]1[CH2:16][C@H:15]([F:17])[CH2:14][N:13]1C(OC(C)(C)C)=O)=[O:11]>C(Cl)(Cl)Cl>[F:1][C:2]([F:7])([F:6])[C:3]([OH:5])=[O:4].[F:17][C@@H:15]1[CH2:14][NH:13][C@H:12]([C:10]([N:9]([CH3:25])[CH3:8])=[O:11])[CH2:16]1 |f:3.4|. Procedure: 18 mL of trifluoroacetic acid was added under ice cooling to a 60 mL chloroform solution of 5.98 g of the compound obtained in step 2-3, and the reaction mixture was stirred for 2 hours at the same temperature. After this, the solvent was distilled off under reduced pressure to obtain 12.1 g of residue (colorless oily substance). This compound was used in the following reaction without being purified. Reactants: CC(C)(C)[O-], Cl, O=S([O-])c1ccc(I)cc1, I, [K+], C[N+](=O)[O-], [Na+], [Na+], [Na+], CN(C)C=O, O, O=S([O-])[O-]. Yields the product O=[N+]([O-])CS(=O)(=O)c1ccc(I)cc1. Reaction SMILES: [CH3:5][C:6]([CH3:7])([O-:8])[CH3:9].[ClH:29].[I:11][c:12]1[cH:13][cH:14][c:15]([S:18](=[O:19])[O-:20])[cH:16][cH:17]1.[I:22].[K+:10].[N+:1](=[O:2])([O-:3])[CH3:4].[Na+:21].[Na+:27].[Na+:28].[O:30]=[CH:31][N:32]([CH3:33])[CH3:34].[OH2:35].[S:23]([O-:24])([O-:25])=[O:26]>>[N+:1](=[O:2])([O-:3])[CH2:4][S:18]([c:15]1[cH:14][cH:13][c:12]([I:11])[cH:17][cH:16]1)(=[O:19])=[O:20]. The reactants are C[O-].[Na+] (sodium methoxide), [BH4-].[Na+] (sodium borohydride), SCCCO (3-mercaptopropanol), CS(=O)(=O)OCC(COCCC(CCCC(CCCC(CCCC(C)C)C)C)C)OC (2-methoxy-3(3,7,11,15-tetramethylhexadecyloxy)propyl methanesulfonate). Run in CO (methanol), O1CCCC1 (tetrahydrofuran). Product: OCCCSCC(COCCC(CCCC(CCCC(CCCC(C)C)C)C)C)OC (2-Methoxy-3-(3,7,11,15-tetramethylhexadecyloxy)propyl 3-hydroxypropyl sulfide). Isolated yield 96.5%. RXN SMILES: C[O-].[Na+].[BH4-].[Na+].[SH:6][CH2:7][CH2:8][CH2:9][OH:10].CS(O[CH2:16][CH:17]([O:40][CH3:41])[CH2:18][O:19][CH2:20][CH2:21][CH:22]([CH3:39])[CH2:23][CH2:24][CH2:25][CH:26]([CH3:38])[CH2:27][CH2:28][CH2:29][CH:30]([CH3:37])[CH2:31][CH2:32][CH2:33][CH:34]([CH3:36])[CH3:35])(=O)=O>O1CCCC1.CO>[OH:10][CH2:9][CH2:8][CH2:7][S:6][CH2:16][CH:17]([O:40][CH3:41])[CH2:18][O:19][CH2:20][CH2:21][CH:22]([CH3:39])[CH2:23][CH2:24][CH2:25][CH:26]([CH3:38])[CH2:27][CH2:28][CH2:29][CH:30]([CH3:37])[CH2:31][CH2:32][CH2:33][CH:34]([CH3:35])[CH3:36] |f:0.1,2.3|. Procedure details: To 30 ml of teterahydrofuran are added 11.8 ml of a methanol solution of sodium methoxide (28% solution), 0.57 g of sodium borohydride and 4.14 g of 3-mercaptopropanol, to which is added dropwise a solution of 6.97 g of 2-methoxy-3(3,7,11,15-tetramethylhexadecyloxy)propyl methanesulfonate in 50 ml of tetrahydrofuran at room temperature with stirring under nitrogen streams. Thereafter, the reaction mixture is stirred at room temperature for 16 hours. The solvent is distilled off under reduced pre... The reactants are [BH4-].[Na+] (sodium borohydride), ClC1=C(C=C(C[C@H]2N(CCC2)C[C@H](CO[C@H](C)C2=C(C(=CC=C2)OC)/C=C/C(=O)OCC)O)C=C1)F (ethyl (2E)-3-{2-[(1R)-1-({(2R)-3-[(2S)-2-(4-chloro-3-fluorobenzyl)pyrrolidin-1-yl]-2-hydroxypropyl}oxy)ethyl]-6-methoxy phenyl}prop-2-enoate), C1=CC(=C(C#N)C#N)C=CC1=C(C#N)C#N (7,7,8,8-tetracyanoquinodimethane), Example 168 ( 168a ). The reagents and catalysts are O.O.O.O.O.O.[Ni](Cl)Cl (nickel (II) chloride hexahydrate). Solvent: C(C)O (ethanol), O1CCCC1 (tetrahydrofuran), O1CCCC1 (tetrahydrofuran), C(C)O (ethanol), O (water). Run at time 5 minute. The product is ClC1=C(C=C(C[C@H]2N(CCC2)C[C@H](CO[C@H](C)C2=C(C(=CC=C2)OC)CCC(=O)OCC)O)C=C1)F (Ethyl 3-{2-[(1R)-1-({(2R)-3-[(2S)-2-(4-chloro-3-fluorobenzyl)pyrrolidin-1-yl]-2-hydroxypropyl}oxy)ethyl]-6-methoxy phenyl}propanoate). Isolated yield 49.0%. Reaction SMILES: [Cl:1][C:2]1[CH:35]=[CH:34][C:5]([CH2:6][C@@H:7]2[CH2:11][CH2:10][CH2:9][N:8]2[CH2:12][C@@H:13]([OH:33])[CH2:14][O:15][C@@H:16]([C:18]2[CH:23]=[CH:22][CH:21]=[C:20]([O:24][CH3:25])[C:19]=2/[CH:26]=[CH:27]/[C:28]([O:30][CH2:31][CH3:32])=[O:29])[CH3:17])=[CH:4][C:3]=1[F:36].C1C(=C(C#N)C#N)C=CC(=C(C#N)C#N)C=1.[BH4-].[Na+]>O.O.O.O.O.O.[Ni](Cl)Cl.O.C(O)C.O1CCCC1>[Cl:1][C:2]1[CH:35]=[CH:34][C:5]([CH2:6][C@@H:7]2[CH2:11][CH2:10][CH2:9][N:8]2[CH2:12][C@@H:13]([OH:33])[CH2:14][O:15][C@@H:16]([C:18]2[CH:23]=[CH:22][CH:21]=[C:20]([O:24][CH3:25])[C:19]=2[CH2:26][CH2:27][C:28]([O:30][CH2:31][CH3:32])=[O:29])[CH3:17])=[CH:4][C:3]=1[F:36] |f:2.3,4.5.6.7.8.9.10|. Procedure: A solution of ethyl (2E)-3-{2-[(1R)-1-({(2R)-3-[(2S)-2-(4-chloro-3-fluorobenzyl)pyrrolidin-1-yl]-2-hydroxypropyl}oxy)ethyl]-6-methoxy phenyl}prop-2-enoate (516 mg, 992.3 μmol), which had been obtained in Example 168 (168a), in mixture of tetrahydrofuran (10 mL) and ethanol (2 mL) was added with nickel (II) chloride hexahydrate (117.9 mg, 496.1 μmol) and 7,7,8,8-tetracyanoquinodimethane (101.3 mg, 496.1 μmol), and stirred for 5 minutes under ice cooling. After stirring, a solution of sodium boroh... The reactants are FC(S(=O)(=O)OC1=C(C(=C2C(=N1)N(N=C2)CC)C=2C=NC=C(C2)C)C#N)(F)F (5-cyano-1-ethyl-4-(5-methyl-3-pyridyl)-1H-pyrazolo[3,4-b]pyridin-6-yl trifluoromethanesulfonate), FC1=CC=C(C=C1)B(O)O (4-fluorobenzeneboronic acid), P([O-])([O-])=O.[K+].[K+] (potassium phosphonate). The reagents and catalysts are C=1C=CC(=CC1)[P](C=2C=CC=CC2)(C=3C=CC=CC3)[Pd]([P](C=4C=CC=CC4)(C=5C=CC=CC5)C=6C=CC=CC6)([P](C=7C=CC=CC7)(C=8C=CC=CC8)C=9C=CC=CC9)[P](C=1C=CC=CC1)(C=1C=CC=CC1)C=1C=CC=CC1 (tetrakis(triphenylphosphine)palladium(0)). Run in O1CCOCC1 (1,4-dioxane), CCOC(=O)C (EtOAc). The product is C(C)N1N=CC=2C1=NC(=C(C2C=2C=NC=C(C2)C)C#N)C2=CC=C(C=C2)F (1-ethyl-6-(4-fluorophenyl)-4-(5-methyl-3-pyridyl)-1H-pyrazolo[3,4-b]pyridine-5-carbonitrile). Isolated yield 79.6%. As a reaction SMILES: FC(F)(F)S(O[C:7]1[N:12]=[C:11]2[N:13]([CH2:16][CH3:17])[N:14]=[CH:15][C:10]2=[C:9]([C:18]2[CH:19]=[N:20][CH:21]=[C:22]([CH3:24])[CH:23]=2)[C:8]=1[C:25]#[N:26])(=O)=O.[F:29][C:30]1[CH:35]=[CH:34][C:33](B(O)O)=[CH:32][CH:31]=1.P(=O)([O-])[O-].[K+].[K+]>O1CCOCC1.CCOC(C)=O.C1C=CC([P]([Pd]([P](C2C=CC=CC=2)(C2C=CC=CC=2)C2C=CC=CC=2)([P](C2C=CC=CC=2)(C2C=CC=CC=2)C2C=CC=CC=2)[P](C2C=CC=CC=2)(C2C=CC=CC=2)C2C=CC=CC=2)(C2C=CC=CC=2)C2C=CC=CC=2)=CC=1>[CH2:16]([N:13]1[C:11]2=[N:12][C:7]([C:33]3[CH:34]=[CH:35][C:30]([F:29])=[CH:31][CH:32]=3)=[C:8]([C:25]#[N:26])[C:9]([C:18]3[CH:19]=[N:20][CH:21]=[C:22]([CH3:24])[CH:23]=3)=[C:10]2[CH:15]=[N:14]1)[CH3:17] |f:2.3.4,^1:60,62,81,100|. Reported procedure: To a mixture of 5-cyano-1-ethyl-4-(5-methyl-3-pyridyl)-1H-pyrazolo[3,4-b]pyridin-6-yl trifluoromethanesulfonate (253 mg), 4-fluorobenzeneboronic acid (129 mg), powdered potassium phosphonate (195 mg) in 1,4-dioxane (4 ml) was added tetrakis(triphenylphosphine)palladium(0) (18 mg) at room temperature. The mixture was refluxed for 7 hours. Resulting mixture was diluted with EtOAc (10 ml), washed with water (×2) and brine and dried over MgSO4. The solvent was evaporated and the residue was purified... The reactants are CCC(=O)C1=CC=C(C=C1)OCC2=CC=CC=C2 (4-benzyloxypropiophenone), C(C)(C)[N-]C(C)C.[Li+] (lithium diisopropylamide), BrCC(=O)OCC (ethyl bromoacetate). Run in C1CCOC1 (THF), C1CCOC1 (THF). Run at temperature 0 celsius, time 45 minute. Product: C(C1=CC=CC=C1)OC1=CC=C(C=C1)C(C(CC(=O)OCC)C)=O (Ethyl 4-[4-(benzyloxy)phenyl]-3-methyl-4-oxobutanoate). RXN SMILES: C([N-]C(C)C)(C)C.[Li+].[CH3:9][CH2:10][C:11]([C:13]1[CH:18]=[CH:17][C:16]([O:19][CH2:20][C:21]2[CH:26]=[CH:25][CH:24]=[CH:23][CH:22]=2)=[CH:15][CH:14]=1)=[O:12].Br[CH2:28][C:29]([O:31][CH2:32][CH3:33])=[O:30]>C1COCC1>[CH2:20]([O:19][C:16]1[CH:15]=[CH:14][C:13]([C:11](=[O:12])[CH:10]([CH3:9])[CH2:28][C:29]([O:31][CH2:32][CH3:33])=[O:30])=[CH:18][CH:17]=1)[C:21]1[CH:22]=[CH:23][CH:24]=[CH:25][CH:26]=1 |f:0.1|. Reported procedure: To a stirred solution of lithium diisopropylamide (Aldrich, 100 mL, 2M solution in THF) in THF (950 mL) at −78° C. was added a suspension of 4-benzyloxypropiophenone (Lancaster, 50 g) in THF (75 mL) over one minute. After 45 minutes, ethyl bromoacetate (Aldrich, 23 mL) was added during one minute. After one hour, the mixture was allowed to warm to 0° C. over 3 hours. The reaction was quenched with saturated NH4Cl (500 mL). The organic phase was separated and concentrated in vacuo. The residue wa...